Dataset: the Open Reaction Database (ORD), a public repository of structured organic reaction records. Task: describe an organic reaction: reactants, conditions, products, and yield Starting materials: CO (methanol), C([O-])([O-])=O.[K+].[K+] (potassium carbonate), NC1=C(N=CN1COCCOC(C)=O)C(=O)N (5-Amino-1-[[2-(acetyloxy)ethoxy]methyl]-1H-imidazole-4-carboxamide), C(C1=CC=CC=C1)(=O)N=C=S (benzoylisothiocyanate). Solvent: C(C)(=O)O (acetic acid), CC(=O)C (acetone), O (water). The product is OCCOCN1C=NC(=C1NC(N)=S)C(=O)N (1-[(2-Hydroxyethoxy)methyl]-5-(thiocarbamoyl)amino-1H-imidazole-4-carboxamide). Yield: 83.2%. RXN SMILES: [NH2:1][C:2]1[N:6]([CH2:7][O:8][CH2:9][CH2:10][O:11]C(=O)C)[CH:5]=[N:4][C:3]=1[C:15]([NH2:17])=[O:16].C([N:26]=[C:27]=[S:28])(=O)C1C=CC=CC=1.CO.C(=O)([O-])[O-].[K+].[K+]>CC(C)=O.O.C(O)(=O)C>[OH:11][CH2:10][CH2:9][O:8][CH2:7][N:6]1[C:2]([NH:1][C:27](=[S:28])[NH2:26])=[C:3]([C:15]([NH2:17])=[O:16])[N:4]=[CH:5]1 |f:3.4.5|. Reported procedure: 5-Amino-1-[[2-(acetyloxy)ethoxy]methyl]-1H-imidazole-4-carboxamide (44.0 g, 182 mM) and benzoylisothiocyanate (29.7 g, 182 mM) were refluxed in acetone (430 ml) for 1 hour. To the resulting solution were added methanol (430 ml) and potassium carbonate (14.9 g, 108 mM) dissolved in water (45 ml) whereafter the mixture was refluxed for 4 hours. After cooling to room temperature acetic acid was added to a pH-value of 8. The formed product was filtered off at 0° C., washed and dried. Hereby 39.2 g (... The reactants are CCN=C=NCCCN(C)C, ClCCl, CN1CCOCC1, Cl, CCOc1ccc(S(=O)(=O)C(c2cnc(C(=O)O)cc2C)c2cc(F)ccc2F)cc1, NCCO, On1nnc2ccccc21. The product is CCOc1ccc(S(=O)(=O)C(c2cnc(C(=O)NCCO)cc2C)c2cc(F)ccc2F)cc1. As a reaction SMILES: [CH2:54]([N:55]=[C:56]=[N:57][CH2:58][CH2:59][CH2:60][N:61]([CH3:62])[CH3:63])[CH3:64].[CH2:65]([Cl:66])[Cl:67].[CH3:46][N:47]1[CH2:48][CH2:49][O:50][CH2:51][CH2:52]1.[ClH:53].[F:1][c:2]1[c:3]([CH:9]([c:10]2[c:11]([CH3:19])[cH:12][c:13]([C:16](=[O:17])[OH:18])[n:14][cH:15]2)[S:20](=[O:21])(=[O:22])[c:23]2[cH:24][cH:25][c:26]([O:29][CH2:30][CH3:31])[cH:27][cH:28]2)[cH:4][c:5]([F:8])[cH:6][cH:7]1.[NH2:32][CH2:33][CH2:34][OH:35].[OH:36][n:37]1[c:38]2[cH:39][cH:40][cH:41][cH:42][c:43]2[n:44][n:45]1>>[F:1][c:2]1[c:3]([CH:9]([c:10]2[c:11]([CH3:19])[cH:12][c:13]([C:16](=[O:18])[NH:32][CH2:33][CH2:34][OH:35])[n:14][cH:15]2)[S:20](=[O:21])(=[O:22])[c:23]2[cH:24][cH:25][c:26]([O:29][CH2:30][CH3:31])[cH:27][cH:28]2)[cH:4][c:5]([F:8])[cH:6][cH:7]1. The reactants are OCCCc1sc(C2OCCO2)cc1Br, O=C([O-])[O-], Cc1ccccc1, [Cs+], [Cs+]. The product is c1c(C2OCCO2)sc2c1OCCC2. As a reaction SMILES: [Br:1][c:2]1[c:3]([CH2:12][CH2:13][CH2:14][OH:15])[s:4][c:5]([CH:7]2[O:8][CH2:9][CH2:10][O:11]2)[cH:6]1.[C:16](=[O:17])([O-:18])[O-:19].[CH3:22][c:23]1[cH:24][cH:25][cH:26][cH:27][cH:28]1.[Cs+:20].[Cs+:21]>>[c:2]12[c:3]([s:4][c:5]([CH:7]3[O:8][CH2:9][CH2:10][O:11]3)[cH:6]1)[CH2:12][CH2:13][CH2:14][O:15]2. Starting materials: BrC=1C=C(C(N(C1)C)=O)NC1=NN2C(CN(CC2)CCCOC)=C1 (5-Bromo-3-(5-(3-methoxypropyl)-4,5,6,7-tetrahydropyrazolo[1,5-a]pyrazin-2-yl-amino)-1-methylpyridin-2(1H)-one), C(C)(=O)OCC=1C(=NC=CC1B1OC(C(O1)(C)C)(C)C)N1C(C2=CC=3CC(CC3N2CC1)(C)C)=O ((2-{4,4-dimethyl-9-oxo-1,10-diazatricyclo[6.4.0.02,6]dodeca-2(6),7-dien-10-yl}-4-(tetramethyl-1,3,2-dioxaborolan-2-yl)pyridin-3-yl)methyl acetate), [O-]P(=O)([O-])[O-].[K+].[K+].[K+] (K3PO4), O.C(C)(=O)[O-].[Na+] (sodium acetate monohydrate). Reagents/catalysts: C1=CC=C(C=C1)P([C-]2C=CC=C2)C3=CC=CC=C3.C1=CC=C(C=C1)P([C-]2C=CC=C2)C3=CC=CC=C3.Cl[Pd]Cl.[Fe+2] (Pd(dppf)Cl2). Run in C(C)#N.O (acetonitrile water). Reaction conditions: temperature 100 celsius. Yields the product C(C)(=O)OCC=1C(=NC=CC1C1=CN(C(C(=C1)NC1=NN2C(CN(CC2)CCCOC)=C1)=O)C)N1C(C2=CC=3CC(CC3N2CC1)(C)C)=O ((2-{4,4-Dimethyl-9-oxo-1,10-diazatricyclo[6.4.0.02,6]dodeca-2(6),7-dien-10-yl}-4-(5-{[5-(3-methoxypropyl)-4H,5H,6H,7H-pyrazolo[1,5-a]pyrazin-2-yl]amino}-1-methyl-6-oxo-1,6-dihydropyridin-3-yl)pyridin-3-yl)methyl Acetate). The yield is 74.8%. RXN SMILES: Br[C:2]1[CH:3]=[C:4]([NH:10][C:11]2[CH:24]=[C:14]3[CH2:15][N:16]([CH2:19][CH2:20][CH2:21][O:22][CH3:23])[CH2:17][CH2:18][N:13]3[N:12]=2)[C:5](=[O:9])[N:6]([CH3:8])[CH:7]=1.[C:25]([O:28][CH2:29][C:30]1[C:31]([N:45]2[CH2:56][CH2:55][N:54]3[C:47](=[CH:48][C:49]4[CH2:50][C:51]([CH3:58])([CH3:57])[CH2:52][C:53]=43)[C:46]2=[O:59])=[N:32][CH:33]=[CH:34][C:35]=1B1OC(C)(C)C(C)(C)O1)(=[O:27])[CH3:26].[O-]P([O-])([O-])=O.[K+].[K+].[K+].O.C([O-])(=O)C.[Na+]>C1C=CC(P(C2C=CC=CC=2)[C-]2C=CC=C2)=CC=1.C1C=CC(P(C2C=CC=CC=2)[C-]2C=CC=C2)=CC=1.Cl[Pd]Cl.[Fe+2].C(#N)C.O>[C:25]([O:28][CH2:29][C:30]1[C:31]([N:45]2[CH2:56][CH2:55][N:54]3[C:47](=[CH:48][C:49]4[CH2:50][C:51]([CH3:58])([CH3:57])[CH2:52][C:53]=43)[C:46]2=[O:59])=[N:32][CH:33]=[CH:34][C:35]=1[C:2]1[CH:3]=[C:4]([NH:10][C:11]2[CH:24]=[C:14]3[CH2:15][N:16]([CH2:19][CH2:20][CH2:21][O:22][CH3:23])[CH2:17][CH2:18][N:13]3[N:12]=2)[C:5](=[O:9])[N:6]([CH3:8])[CH:7]=1)(=[O:27])[CH3:26] |f:2.3.4.5,6.7.8,9.10.11.12,13.14|. Procedure details: A 25-mL round-bottomed flask equipped with a reflux condenser was charged with 309c (120 mg, 0.30 mmol), {3-[(acetoxy)methyl]-2-{4,4-dimethyl-9-oxo-1,10-diazatricyclo[6.4.0.02,6]dodeca-2(6),7-dien-10-yl}pyridin-4-yl}boronic acid 199e (240 mg, 0.60 mmol), K3PO4 (127 mg, 0.60 mmol), sodium acetate monohydrate (82 mg, 0.60 mmol), Pd(dppf)Cl2 (12 mg, 0.015 mmol), and acetonitrile/water (8/0.5 mL). The system was subjected to three cycles of vacuum/nitrogen flush and heated at 100° C. under N2 protec... The reactants are CS(=O)(=O)C1=CC=C(C=C2/C(/CCC3=CC=CC=C23)=N/O)C=C1 ((E)-1-(4-methanesulfonyl-benzylidene)-3,4-dihydro-1H-naphthalene-2-one oxime), C(C)I (ethyl iodide), C([O-])([O-])=O.[K+].[K+] (potassium carbonate), CN(C=O)C (dimethylformamide). Run in ClCCl (dichloromethane), O (water). Conditions: time 8 hour. The product is CO\N=C/1\C(C2=CC=CC=C2CC1)=CC1=CC=C(C=C1)S(=O)(=O)C ((E)-1-(4-methanesulfonyl-benzylidene)-3,4-dihydro-1H-naphthalene-2-one O-methyl Oxime). Yield: 79.5%. Reaction SMILES: [CH3:1][S:2]([C:5]1[CH:23]=[CH:22][C:8]([CH:9]=[C:10]2[C:19]3[C:14](=[CH:15][CH:16]=[CH:17][CH:18]=3)[CH2:13][CH2:12]/[C:11]/2=[N:20]\[OH:21])=[CH:7][CH:6]=1)(=[O:4])=[O:3].[CH2:24](I)C.C(=O)([O-])[O-].[K+].[K+].CN(C)C=O>ClCCl.O>[CH3:24][O:21]/[N:20]=[C:11]1/[C:10](=[CH:9][C:8]2[CH:7]=[CH:6][C:5]([S:2]([CH3:1])(=[O:4])=[O:3])=[CH:23][CH:22]=2)[C:19]2[C:14]([CH2:13][CH2:12]/1)=[CH:15][CH:16]=[CH:17][CH:18]=2 |f:2.3.4|. Procedure: (E)-1-(4-methanesulfonyl-benzylidene)-3,4-dihydro-1H-naphthalene-2-one oxime (50 mg, 0.15 mmol), ethyl iodide (0.023 ml, 0.37 mmol) and potassium carbonate (0.063 g, 0.46 mmol) were added into dimethylformamide (2.0 ml). Then, the solution was stirred at 95˜100° C. overnight, and cooled to room temperature. Again, water and dichloromethane were added, and an organic layer was separated, washed with water and brine, and dried over anhydrous magnesium sulfate, and then concentrated under reduced p... The solvent is CN(C)C=O (DMF). Conditions: time 12 hour. Product: CCCC(C)C (isohexane), ClC1=NC=CC(=N1)N(C1=C(C=CC(=C1)C)F)CCCC(F)(F)F (2-Chloro-4-[N-(4,4,4-trifluorobutyl]-2-fluoro-5-methylanilino]pyrimidine). Reported procedure: 4-(2-Fluoro-5-methylanilino)-2chloropyrimidine (Reference Example A-10, 750 mg, 3.16 mmol), 4,4,4-trifluoro-1-bromobutane (725 mg, 3.80 mmol) and potassium carbonate (525 mg, 3.80 mmol) were dissolved in DMF (3 ml). The reaction mixture was stirred at room temperature for 12 hours and then evaporated onto silica (5 ml) and purified by column chromatography eluting with EtOAc (0–40%):isohexane to give the title product as a solid on evaporation (976 mg). NMR (300 MHz, 373K): 1.79 (m, 2H), 2.28 (m... RXN SMILES: [F:1][C:2]1[CH:15]=[CH:14][C:13]([CH3:16])=[CH:12][C:3]=1[NH:4][C:5]1[CH:10]=[CH:9][N:8]=[C:7]([Cl:11])[N:6]=1.[F:17][C:18]([F:24])([F:23])[CH2:19][CH2:20][CH2:21]Br.C(=O)([O-])[O-].[K+].[K+]>CN(C=O)C>[CH3:2][CH2:3][CH2:12][CH:13]([CH3:16])[CH3:14].[Cl:11][C:7]1[N:6]=[C:5]([N:4]([CH2:21][CH2:20][CH2:19][C:18]([F:24])([F:23])[F:17])[C:3]2[CH:12]=[C:13]([CH3:16])[CH:14]=[CH:15][C:2]=2[F:1])[CH:10]=[CH:9][N:8]=1 |f:2.3.4|. Starting materials: C([O-])([O-])=O.[K+].[K+] (potassium carbonate), FC1=C(NC2=NC(=NC=C2)Cl)C=C(C=C1)C (4-(2-Fluoro-5-methylanilino)-2chloropyrimidine), FC(CCCBr)(F)F (4,4,4-trifluoro-1-bromobutane). The reactants are N#Cc1cc(S(=O)(=O)c2cccc(Br)c2)c([N+](=O)[O-])s1, C1CCOC1, C[S-], CC(=O)O, CCO, CCOCC, [Na+]. Product: CSc1sc(C#N)cc1S(=O)(=O)c1cccc(Br)c1. Reaction SMILES: [Br:4][c:5]1[cH:6][c:7]([S:11](=[O:12])(=[O:13])[c:14]2[cH:15][c:16]([C:22]#[N:23])[s:17][c:18]2[N+:19]([O-:20])=[O:21])[cH:8][cH:9][cH:10]1.[CH2:31]1[O:32][CH2:33][CH2:34][CH2:35]1.[CH3:1][S-:2].[CH3:24][C:25](=[O:26])[OH:27].[CH3:28][CH2:29][OH:30].[CH3:36][CH2:37][O:38][CH2:39][CH3:40].[Na+:3]>>[CH3:1][S:2][c:18]1[c:14]([S:11]([c:7]2[cH:6][c:5]([Br:4])[cH:10][cH:9][cH:8]2)(=[O:12])=[O:13])[cH:15][c:16]([C:22]#[N:23])[s:17]1. Reactants: C1(=CC=CC=C1)CCC1=CC=C(COC2=C(C=CC=C2)C2=CC=CC(=N2)N2N=CC(=C2C(F)(F)F)C(=O)OCC)C=C1 (Ethyl 1-[6-(2-{[4-(2-phenylethyl)benzyl]oxy}phenyl)pyridin-2-yl]-5-(trifluoromethyl)-1H-pyrazole-4-carboxylate), [OH-].[Li+] (lithium hydroxide), O1CCOCC1 (1,4-dioxane), Cl (hydrochloric acid), O1CCOCC1 (1,4-dioxane). Reaction conditions: temperature 60 celsius, time 15 minute. Yields the product C(=O)(C(F)(F)F)O (TFA), C1(=CC=CC=C1)CCC1=CC=C(COC2=C(C=CC=C2)C2=CC=CC(=N2)N2N=CC(=C2C(F)(F)F)C(=O)O)C=C1 (1-[6-(2-{[4-(2-Phenylethyl)benzyl]oxy}phenyl)pyridin-2-yl]-5-(trifluoromethyl)-1H-pyrazole-4-carboxylic acid). Reaction SMILES: [C:1]1([CH2:7][CH2:8][C:9]2[CH:42]=[CH:41][C:12]([CH2:13][O:14][C:15]3[CH:20]=[CH:19][CH:18]=[CH:17][C:16]=3[C:21]3[N:26]=[C:25]([N:27]4[C:31]([C:32]([F:35])([F:34])[F:33])=[C:30]([C:36]([O:38]CC)=[O:37])[CH:29]=[N:28]4)[CH:24]=[CH:23][CH:22]=3)=[CH:11][CH:10]=2)[CH:6]=[CH:5][CH:4]=[CH:3][CH:2]=1.[OH-:43].[Li+].Cl.[O:46]1CCOCC1>>[C:31]([OH:46])([C:32]([F:35])([F:34])[F:33])=[O:43].[C:1]1([CH2:7][CH2:8][C:9]2[CH:42]=[CH:41][C:12]([CH2:13][O:14][C:15]3[CH:20]=[CH:19][CH:18]=[CH:17][C:16]=3[C:21]3[N:26]=[C:25]([N:27]4[C:31]([C:32]([F:35])([F:33])[F:34])=[C:30]([C:36]([OH:38])=[O:37])[CH:29]=[N:28]4)[CH:24]=[CH:23][CH:22]=3)=[CH:11][CH:10]=2)[CH:6]=[CH:5][CH:4]=[CH:3][CH:2]=1 |f:1.2|. Procedure: To a solution of the title compound from Example 1 Step C (27.0 mg, 0.048 mmol) in 1,4-dioxane (2 mL) was added lithium hydroxide (1.0 mL, 2.0 M aqueous, 2.0 mmol), and the resulting mixture was stirred at 60° C. After 15 min, the reaction mixture was rendered acidic by addition of aqueous hydrochloric acid, then was diluted with 1,4-dioxane and passed through a 0.45 micron syringe filter. Purification by reverse phase HPLC (30 to 100% acetonitrile in water, each with 0.1% v/v TFA) provided the ...